Dataset: the Open Reaction Database (ORD), a public repository of structured organic reaction records. Task: describe an organic reaction: reactants, conditions, products, and yield Starting materials: C(C)(C)[N-]C(C)C.[Li+] (lithium diisopropylamide), C(C)OC(CCCC1(OCCO1)C)=O (ethyl-4-(2-methyl-1,3-dioxolan-2-yl)butanoate), C(C)I (ethyl iodide). Solvent: O1CCCC1 (tetrahydrofuran). Reaction conditions: time 15 minute. Product: C(C)C(C(=O)OCC)CCC1(OCCO1)C (ethyl 2-ethyl-4-(2-methyl-1,3-dioxolan-2-yl)butanoate). Isolated yield 33.9%. Reaction SMILES: [CH:1]([N-]C(C)C)(C)[CH3:2].[Li+].[CH2:9]([O:11][C:12](=[O:22])[CH2:13][CH2:14][CH2:15][C:16]1([CH3:21])[O:20][CH2:19][CH2:18][O:17]1)[CH3:10].C(I)C>O1CCCC1>[CH2:1]([CH:13]([CH2:14][CH2:15][C:16]1([CH3:21])[O:20][CH2:19][CH2:18][O:17]1)[C:12]([O:11][CH2:9][CH3:10])=[O:22])[CH3:2] |f:0.1|. Procedure details: To a freshly prepared solution of lithium diisopropylamide (40.0 mmol in tetrahydrofuran/hexane; 50 mL, 1:1) at −78° C. was added a solution of ethyl-4-(2-methyl-1,3-dioxolan-2-yl)butanoate (6.7 g, 33.3 mmol) in tetrahydrofuran (15 mL) over 15 minutes. After stirring for 15 minutes, ethyl iodide (4.0 mL, 50.0 mmol) was added rapidly via syringe. The reaction was stirred at −78° C. for 6 hours and then allowed to warm slowly to ambient temperature and stir for 16 hours. The reaction was quenched ... The reactants are CNC=1C(=CC(=CC1)[N+](=O)[O-])N (N1-methyl-4-nitro-benzene-1,2-diamine), C(C)(C)(C)N=C=S (tert-butyl isothiocyanate). Product: C(C)(C)(C)NC1=NC2=C(N1C)C=CC(=C2)[N+](=O)[O-] (Tert-Butyl-(1-methyl-5-nitro-1H-benzoimidazol-2-yl)-amine). As a reaction SMILES: [CH3:1][NH:2][C:3]1[C:4]([NH2:12])=[CH:5][C:6]([N+:9]([O-:11])=[O:10])=[CH:7][CH:8]=1.[C:13]([N:17]=[C:18]=S)([CH3:16])([CH3:15])[CH3:14]>>[C:13]([NH:17][C:18]1[N:2]([CH3:1])[C:3]2[CH:8]=[CH:7][C:6]([N+:9]([O-:11])=[O:10])=[CH:5][C:4]=2[N:12]=1)([CH3:16])([CH3:15])[CH3:14]. Procedure: N1-methyl-4-nitro-benzene-1,2-diamine (2.0 g, 12.0 mmol) and tert-butyl isothiocyanate (1.67 ml, 13.2 mmol) were coupled using the procedure of intermediate example one part B to give the title compound as a yellow solid. 1H NMR (300 MHz, d6-DMSO) d 8.01 (d, J=2.1 Hz, 1H), 7.90 (dd, J=8.7 and 2.1 Hz, 1H), 7.32 (d, J=8.7 Hz, 1H), 6.41 (s, 1H), 3.58 (s, 3H), 1.48 (s, 9H) ppm. Reactants: [N+](=O)([O-])C1=C(N)C=CC(=C1)[N+](=O)[O-] (2,4-dinitroaniline), BrBr (Br2). The solvent is CCOC(=O)C (EtOAc), CC(=O)O (AcOH). Reaction conditions: time 1 hour. Yields the product [N+](=O)([O-])C1=C(N)C(=CC(=C1)[N+](=O)[O-])Br (2,4-dinitro-6-bromo-aniline). The yield is 92.0%. RXN SMILES: [N+:1]([C:4]1[CH:10]=[C:9]([N+:11]([O-:13])=[O:12])[CH:8]=[CH:7][C:5]=1[NH2:6])([O-:3])=[O:2].[Br:14]Br>CC(O)=O.CCOC(C)=O>[N+:1]([C:4]1[CH:10]=[C:9]([N+:11]([O-:13])=[O:12])[CH:8]=[C:7]([Br:14])[C:5]=1[NH2:6])([O-:3])=[O:2]. Procedure details: To a solution of 2,4-dinitroaniline (2.2 g, 12 mmol) in 40 ml of AcOH was added 1.0 ml of Br2 dropwise and reaction mixture was stirred for 1 h. The reaction mixture was concentrated in vacua, yielding a dark residue which was diluted with EtOAc and washed with aqueous NaHCO3. Organic layer was dried over MgSO4 and concentrated in vacuo to provide 2.9 g (11 mmol, 92%) of 2,4-dinitro-6-bromo-aniline which was characterized by NMR and used in a following reaction without further purification.